Task: describe an organic reaction: reactants, conditions, products, and yield. Dataset: the Open Reaction Database (ORD), a public repository of structured organic reaction records The reactants are C(=O)(OCC)COC1=CC=C(CC2C(NC(S2)=O)=O)C=C1 (5-[4-[(carboethoxy)methoxy]benzyl]thiazolidine-2,4-dione), C=1(C(=CC=CC1)C)C (xylene), C1(=CC=C(C=C1)S(=O)(=O)O)C (p-toluenesulfonic acid), Examples 16-22, CNC(C=1C(N)=CC=CC1)=O (N-methyl anthranilamide). Solvent: CO (methanol). Reaction conditions: temperature 175 celsius. Yields the product CN1C(=NC2=CC=CC=C2C1=O)COC1=CC=C(CC2C(NC(S2)=O)=O)C=C1 (5-[4-[[3-methyl-4-oxo-3,4-dihydroquinazolin-2-yl]methoxy]benzyl]thiazolidine-2,4-dione). Reaction SMILES: [C:1]([CH2:6][O:7][C:8]1[CH:21]=[CH:20][C:11]([CH2:12][CH:13]2[S:17][C:16](=[O:18])[NH:15][C:14]2=[O:19])=[CH:10][CH:9]=1)(OCC)=O.[CH3:22][NH:23][C:24](=[O:32])[C:25]1[C:26](=[CH:28][CH:29]=[CH:30][CH:31]=1)[NH2:27].C1(C)C(C)=CC=CC=1.C1(C)C=CC(S(O)(=O)=O)=CC=1>CO>[CH3:22][N:23]1[C:24](=[O:32])[C:25]2[C:26](=[CH:28][CH:29]=[CH:30][CH:31]=2)[N:27]=[C:1]1[CH2:6][O:7][C:8]1[CH:9]=[CH:10][C:11]([CH2:12][CH:13]2[S:17][C:16](=[O:18])[NH:15][C:14]2=[O:19])=[CH:20][CH:21]=1. Procedure details: A suspension of 5-[4-[(carboethoxy)methoxy]benzyl]thiazolidine-2,4-dione obtained by following a procedure described in any of Examples 16-22 (100 g, 0.32 M), N-methyl anthranilamide (58.7 g, 0.39 M), xylene (100 ml) and p-toluenesulfonic acid (˜200 mg) was taken in a round bottom flask fitted with a mechanical stirrer, oil bath and Dean-Stark condenser. The reaction mixture was heated to reflux (Internal temperature 150-155° C., oil bath temperature 170-180° C.) for a period of 45-55 h while mo... Starting materials: ClC1=C(C(=O)N)C(=CC=C1)Cl (2,6-dichlorobenzamide), C(C(=O)Cl)(=O)Cl (oxalyl chloride), Cl (hydrochloric acid). Run in C(Cl)Cl (methylene chloride). Product: ClC1=C(C(=O)N=C=O)C(=CC=C1)Cl (2,6-dichlorobenzoylisocyanate). RXN SMILES: [Cl:1][C:2]1[CH:10]=[CH:9][CH:8]=[C:7]([Cl:11])[C:3]=1[C:4]([NH2:6])=[O:5].C(Cl)(=O)[C:13](Cl)=[O:14].Cl>C(Cl)Cl>[Cl:1][C:2]1[CH:10]=[CH:9][CH:8]=[C:7]([Cl:11])[C:3]=1[C:4]([N:6]=[C:13]=[O:14])=[O:5]. Procedure details: 95 g of 2,6-dichlorobenzamide are suspended in from 250 to 300 ml of dry methylene chloride. After the addition of 56 ml of oxalyl chloride the mixture is slowly heated to boiling point, at which temperature the starting material rapidly dissolves with a strong evolution of hydrochloric acid. After boiling for from 15-18 hours the mixture is concentrated by evaporation in a vacuum. The resulting 2,6-dichlorobenzoylisocyanide is used for the next reaction step without further purification.